Dataset: the Open Reaction Database (ORD), a public repository of structured organic reaction records. Task: describe an organic reaction: reactants, conditions, products, and yield Reactants: BrC1=CC(=C2C=NN(C2=C1)S(=O)(=O)C1=CC=CC=C1)C=1OC(=NN1)CCl (6-bromo-4-[5-(chloromethyl)-1,3,4-oxadiazol-2-yl]-1-(phenylsulfonyl)-1H-indazole), C[C@@H]1CNC[C@@H](O1)C ((2R,6S)-2,6-dimethylmorpholine). Solvent: ClCCl (dichloromethane). Reaction conditions: temperature 50 celsius, time 18 hour. Product: BrC1=CC(=C2C=NN(C2=C1)S(=O)(=O)C1=CC=CC=C1)C=1OC(=NN1)CN1C[C@H](O[C@H](C1)C)C (6-Bromo-4-(5-{[(2R,6S)-2,6-dimethyl-4-morpholinyl]methyl}-1,3,4-oxadiazol-2-yl)-1-(phenylsulfonyl)-1H-indazole). The yield is 89.7%. RXN SMILES: [Br:1][C:2]1[CH:10]=[C:9]2[C:5]([CH:6]=[N:7][N:8]2[S:11]([C:14]2[CH:19]=[CH:18][CH:17]=[CH:16][CH:15]=2)(=[O:13])=[O:12])=[C:4]([C:20]2[O:21][C:22]([CH2:25]Cl)=[N:23][N:24]=2)[CH:3]=1.[CH3:27][C@H:28]1[O:33][C@@H:32]([CH3:34])[CH2:31][NH:30][CH2:29]1>ClCCl>[Br:1][C:2]1[CH:10]=[C:9]2[C:5]([CH:6]=[N:7][N:8]2[S:11]([C:14]2[CH:19]=[CH:18][CH:17]=[CH:16][CH:15]=2)(=[O:13])=[O:12])=[C:4]([C:20]2[O:21][C:22]([CH2:25][N:30]3[CH2:29][C@H:28]([CH3:27])[O:33][C@H:32]([CH3:34])[CH2:31]3)=[N:23][N:24]=2)[CH:3]=1. Reported procedure: To a solution of 6-bromo-4-[5-(chloromethyl)-1,3,4-oxadiazol-2-yl]-1-(phenylsulfonyl)-1H-indazole (1.7 g, 3.75 mmol) in dichloromethane (50 ml) was added (2R,6S)-2,6-dimethylmorpholine (0.863 g, 7.49 mmol) and the mixture stirred at 50° C. for 18 hr. The crude product was purified by silica (100 g) cartridge on Flashmaster II using a gradient of dichloromethane and methanol to give the title compound as a pale yellow solid (1.79 g). Starting materials: 16a, C(#N)C1=CC2=CC[C@H]3[C@@H]4CC[C@@H]([C@@]4(C)CC[C@@H]3[C@]2(CC1)C)C(=O)O (3-cyanoandrosta-3,5-diene-17β-carboxylic acid), C(C)(C)(C)N (t-butylamine). Product: C(C)(C)(C)NC(=O)[C@@H]1[C@]2(C)[C@@H](CC1)[C@@H]1CC=C3C=C(CC[C@]3(C)[C@H]1CC2)C#N (N-t-Butyl-3-cyanoandrosta-3,5-diene-17β-carboxamide). Yield: 81.0%. Reaction SMILES: [C:1]([C:3]1[CH2:20][CH2:19][C@@:18]2([CH3:21])[C:5](=[CH:6][CH2:7][C@@H:8]3[C@@H:17]2[CH2:16][CH2:15][C@@:13]2([CH3:14])[C@H:9]3[CH2:10][CH2:11][C@@H:12]2[C:22]([OH:24])=O)[CH:4]=1)#[N:2].[C:25]([NH2:29])([CH3:28])([CH3:27])[CH3:26]>>[C:25]([NH:29][C:22]([C@H:12]1[CH2:11][CH2:10][C@H:9]2[C@H:8]3[C@H:17]([CH2:16][CH2:15][C@:13]12[CH3:14])[C@:18]1([CH3:21])[C:5]([CH:4]=[C:3]([C:1]#[N:2])[CH2:20][CH2:19]1)=[CH:6][CH2:7]3)=[O:24])([CH3:28])([CH3:27])[CH3:26]. Reported procedure: Following a procedure similar to that described in Preparation 16a, but using 3-cyanoandrosta-3,5-diene-17β-carboxylic acid [prepared as described in Example 1(b)] and t-butylamine as starting materials, in relative proportions similar to those used in that Preparation, the title compound was obtained in a yield of 81%. The reactants are [Al+3], CC1(C)CC(C)(C)c2cc(Br)ccc2O1, CC(=O)Cl, [Cl-], [Cl-], [Cl-], ClCCl, O. Product: CC(=O)c1cc(Br)cc2c1OC(C)(C)CC2(C)C. Reaction SMILES: [Al+3:20].[Br:1][c:2]1[cH:3][c:4]2[c:9]([cH:10][cH:11]1)[O:8][C:7]([CH3:12])([CH3:13])[CH2:6][C:5]2([CH3:14])[CH3:15].[CH3:23][C:24]([Cl:25])=[O:26].[Cl-:19].[Cl-:21].[Cl-:22].[Cl:16][CH2:17][Cl:18].[OH2:27]>>[Br:1][c:2]1[cH:3][c:4]2[c:9]([c:10]([C:24]([CH3:23])=[O:26])[cH:11]1)[O:8][C:7]([CH3:12])([CH3:13])[CH2:6][C:5]2([CH3:14])[CH3:15]. The reactants are N1=CN=CC2=CC=CC=C12 (quinazoline), NC1=NC2=CC=C(C(=C2C(=N1)N)Cl)C1=C(C=CC(=C1)Cl)OC (2,4-diamino-5-chloro-6-(5-chloro-2-methoxyphenyl)quinazoline), NC1=NC2=CC=C(C(=C2C(=N1)N)Cl)C1=C(C=CC(=C1)Cl)OC (2,4-diamino-5-chloro-6-(5-chloro-2-methoxyphenyl)quinazoline), B(Br)(Br)Br (boron tribromide). The solvent is C(Cl)Cl (methylene chloride). Yields the product NC1=NC2=CC=C(C(=C2C(=N1)N)Cl)C1=C(C=CC(=C1)Cl)O (2,4-diamino-5-chloro-6-(5-chloro-2-hydroxyphenyl)quinazoline). RXN SMILES: N1C2C(=CC=CC=2)C=NC=1.[NH2:11][C:12]1[N:21]=[C:20]([NH2:22])[C:19]2[C:14](=[CH:15][CH:16]=[C:17]([C:24]3[CH:29]=[C:28]([Cl:30])[CH:27]=[CH:26][C:25]=3[O:31]C)[C:18]=2[Cl:23])[N:13]=1.B(Br)(Br)Br>C(Cl)Cl>[NH2:11][C:12]1[N:21]=[C:20]([NH2:22])[C:19]2[C:14](=[CH:15][CH:16]=[C:17]([C:24]3[CH:29]=[C:28]([Cl:30])[CH:27]=[CH:26][C:25]=3[OH:31])[C:18]=2[Cl:23])[N:13]=1. Reported procedure: A series of quinazoline analogs may be prepared from the above 2,4-diamino-5-chloro-6-(5-chloro-2-methoxyphenyl)quinazoline. This is accomplished by the reaction of 2,4-diamino-5-chloro-6-(5-chloro-2-methoxyphenyl)quinazoline with 1M boron tribromide in methylene chloride, yielding the corresponding 2,4-diamino-5-chloro-6-(5-chloro-2-hydroxyphenyl)quinazoline. The hydroxy intermediate in turn is reacted with a halogen-containing compound and potassium carbonate in N,N-dimethylformamide, affordin... Reactants: CCO, CC(=O)O, Nc1nc(Cl)c(N=Nc2ccc(Cl)cc2)c(NCCO)n1, O, [Zn]. Product: Nc1nc(Cl)c(N)c(NCCO)n1. RXN SMILES: [CH3:22][CH2:23][OH:24].[CH3:27][C:28](=[O:29])[OH:30].[NH2:1][c:2]1[n:3][c:4]([Cl:21])[c:5]([N:12]=[N:13][c:14]2[cH:15][cH:16][c:17]([Cl:18])[cH:19][cH:20]2)[c:6]([NH:8][CH2:9][CH2:10][OH:11])[n:7]1.[OH2:25].[Zn:26]>>[NH2:1][c:2]1[n:3][c:4]([Cl:21])[c:5]([NH2:12])[c:6]([NH:8][CH2:9][CH2:10][OH:11])[n:7]1. The reactants are CC#N, O=[N+]([O-])c1ccc(Cl)c(S(=O)(=O)[O-])c1, [Na+], O=P(Cl)(Cl)Cl, O=S1(=O)CCCC1. Yields the product O=[N+]([O-])c1ccc(Cl)c(S(=O)(=O)Cl)c1. As a reaction SMILES: [CH3:28][C:29]#[N:30].[Cl:1][c:2]1[c:3]([S:11](=[O:12])(=[O:13])[O-:14])[cH:4][c:5]([N+:8](=[O:9])[O-:10])[cH:6][cH:7]1.[Na+:15].[P:23]([Cl:24])([Cl:25])([Cl:26])=[O:27].[S:16]1(=[O:21])(=[O:22])[CH2:17][CH2:18][CH2:19][CH2:20]1>>[Cl:1][c:2]1[c:3]([S:11](=[O:12])(=[O:14])[Cl:25])[cH:4][c:5]([N+:8](=[O:9])[O-:10])[cH:6][cH:7]1. The product is FC1=CC=C(C=C1)C1=C(C2=NC(=CC=C2O1)C=1C=C(C(=O)O)C=CC1C)C(NC)=O (3-(2-(4-fluorophenyl)-3-(methylcarbamoyl)furo[3,2-b]pyridin-5-yl)-4-methylbenzoic acid). Reactants: C1(CCCCC1)P(C1=C(C=CC=C1)C1=C(C(=CC=C1OC)S(=O)(=O)[O-])OC)C1CCCCC1.[Na+] (Sodium 2′-(dicyclohexylphosphino)-2,6-dimethoxybiphenyl-3-sulfonate), C(=O)([O-])[O-].[Cs+].[Cs+] (Cs2CO3), CC1=C(C=C(C(=O)O)C=C1)B1OC(C(O1)(C)C)(C)C (4-methyl-3-(4,4,5,5-tetramethyl-1,3,2-dioxaborolan-2-yl)benzoic acid), BrC1=CC=C2C(=N1)C(=C(O2)C2=CC=C(C=C2)F)C(=O)NC (5-bromo-2-(4-fluorophenyl)-N-methylfuro[3,2-b]pyridine-3-carboxamide). Solvent: CN(C)C=O (DMF), O (Water). Run at temperature 60 celsius, time 1 hour. RXN SMILES: C1(P(C2CCCCC2)C2C=CC=CC=2C2C(OC)=CC=C(S([O-])(=O)=O)C=2OC)CCCCC1.[Na+].C([O-])([O-])=O.[Cs+].[Cs+].[CH3:41][C:42]1[CH:50]=[CH:49][C:45]([C:46]([OH:48])=[O:47])=[CH:44][C:43]=1B1OC(C)(C)C(C)(C)O1.Br[C:61]1[N:66]=[C:65]2[C:67]([C:77]([NH:79][CH3:80])=[O:78])=[C:68]([C:70]3[CH:75]=[CH:74][C:73]([F:76])=[CH:72][CH:71]=3)[O:69][C:64]2=[CH:63][CH:62]=1>CN(C=O)C.O>[F:76][C:73]1[CH:72]=[CH:71][C:70]([C:68]2[O:69][C:64]3[C:65](=[N:66][C:61]([C:43]4[CH:44]=[C:45]([CH:49]=[CH:50][C:42]=4[CH3:41])[C:46]([OH:48])=[O:47])=[CH:62][CH:63]=3)[C:67]=2[C:77](=[O:78])[NH:79][CH3:80])=[CH:75][CH:74]=1 |f:0.1,2.3.4|. Procedure: Sodium 2′-(dicyclohexylphosphino)-2,6-dimethoxybiphenyl-3-sulfonate (18 mg, 0.034 mmol), PdOAc2 (3.9 mg, 0.017 mmol), Cs2CO3 (168 mg, 0.516 mmol), 4-methyl-3-(4,4,5,5-tetramethyl-1,3,2-dioxaborolan-2-yl)benzoic acid (68 mg, 0.26 mmol) was added to a stirring solution of 5-bromo-2-(4-fluorophenyl)-N-methylfuro[3,2-b]pyridine-3-carboxamide (60 mg, 0.17 mmol) in DMF (3.1 mL) and Water (310 μL). It was degassed and heated to 60° C. and allowed to stir for 1 hour. The mixture was diluted with ethyl a...